Dataset: the Open Reaction Database (ORD), a public repository of structured organic reaction records. Task: describe an organic reaction: reactants, conditions, products, and yield Starting materials: ClCCl, C=C(C)c1ccc2cc(OC)ccc2c1, O=[Se]=O. Reaction SMILES: [CH2:19]([Cl:20])[Cl:21].[CH3:1][O:2][c:3]1[cH:4][c:5]2[cH:6][cH:7][c:8]([C:13](=[CH2:14])[CH3:15])[cH:9][c:10]2[cH:11][cH:12]1.[Se:16](=[O:17])=[O:18]>>[CH3:1][O:2][c:3]1[cH:4][c:5]2[cH:6][cH:7][c:8]([C:13]([CH2:14][OH:17])=[CH2:15])[cH:9][c:10]2[cH:11][cH:12]1. Yields the product C=C(CO)c1ccc2cc(OC)ccc2c1. Reactants: CCCc1ccc(OCc2ccc(OCc3nc(-c4ccccc4)oc3C)cc2)cc1OCC(=O)OC, CO, Cl, [Na+], C1CCOC1, [OH-], O. Product: CCCc1ccc(OCc2ccc(OCc3nc(-c4ccccc4)oc3C)cc2)cc1OCC(=O)O. RXN SMILES: [CH3:1][c:2]1[c:3]([CH2:13][O:14][c:15]2[cH:16][cH:17][c:18]([CH2:19][O:20][c:21]3[cH:22][cH:23][c:24]([CH2:33][CH2:34][CH3:35])[c:25]([O:26][CH2:27][C:28](=[O:29])[O:30][CH3:31])[cH:32]3)[cH:36][cH:37]2)[n:4][c:5](-[c:7]2[cH:8][cH:9][cH:10][cH:11][cH:12]2)[o:6]1.[CH3:47][OH:48].[ClH:45].[Na+:44].[O:38]1[CH2:39][CH2:40][CH2:41][CH2:42]1.[OH-:43].[OH2:46]>>[CH3:1][c:2]1[c:3]([CH2:13][O:14][c:15]2[cH:16][cH:17][c:18]([CH2:19][O:20][c:21]3[cH:22][cH:23][c:24]([CH2:33][CH2:34][CH3:35])[c:25]([O:26][CH2:27][C:28](=[O:29])[OH:30])[cH:32]3)[cH:36][cH:37]2)[n:4][c:5](-[c:7]2[cH:8][cH:9][cH:10][cH:11][cH:12]2)[o:6]1.